Dataset: the Open Reaction Database (ORD), a public repository of structured organic reaction records. Task: describe an organic reaction: reactants, conditions, products, and yield Reactants: C(C)(C)(C)OC(\C=C\C1=CN(C=C1)S(=O)(=O)C1=CC=C(C=C1)CBr)=O ((E)-3-[1-(4-bromomethyl-benzenesulfonyl)-1H-pyrrol-3-yl]-acrylic acid tert-butyl ester), C(C)(C)(C)OC(\C=C\C1=CN(C=C1)S(=O)(=O)C1=CC=C(C=C1)CBr)=O ((E)-3-[1-(4-bromomethyl-benzenesulfonyl)-1H-pyrrol-3-yl]-acrylic acid tert-butyl ester), C1(C=2C(C(N1)=O)=CC=CC2)=O.[K] (potassium phthalimide). Run in CC(=O)C (acetone). Conditions: time 17.5 hour. Product: C(C)(C)(C)OC(\C=C\C1=CN(C=C1)S(=O)(=O)C1=CC=C(C=C1)CN1C(C2=CC=CC=C2C1=O)=O)=O ((E)-3-{1-[4-(1,3-Dioxo-1,3-dihydro-isoindol-2-ylmethyl)-benzenesulfonyl]-1H-pyrrol-3-yl}-acrylic acid tert-butyl ester). As a reaction SMILES: [C:1]([O:5][C:6](=[O:25])/[CH:7]=[CH:8]/[C:9]1[CH:13]=[CH:12][N:11]([S:14]([C:17]2[CH:22]=[CH:21][C:20]([CH2:23]Br)=[CH:19][CH:18]=2)(=[O:16])=[O:15])[CH:10]=1)([CH3:4])([CH3:3])[CH3:2].[C:26]1(=[O:36])[NH:30][C:29](=[O:31])[C:28]2=[CH:32][CH:33]=[CH:34][CH:35]=[C:27]12.[K]>CC(C)=O>[C:1]([O:5][C:6](=[O:25])/[CH:7]=[CH:8]/[C:9]1[CH:13]=[CH:12][N:11]([S:14]([C:17]2[CH:22]=[CH:21][C:20]([CH2:23][N:30]3[C:26](=[O:36])[C:27]4[C:28](=[CH:32][CH:33]=[CH:34][CH:35]=4)[C:29]3=[O:31])=[CH:19][CH:18]=2)(=[O:16])=[O:15])[CH:10]=1)([CH3:4])([CH3:3])[CH3:2] |f:1.2,^1:36|. Procedure details: 10 g (E)-3-[1-(4-bromomethyl-benzenesulfonyl)-1H-pyrrol-3-yl]-acrylic acid tert-butyl ester (compound D2) is dissolved in acetone and 6.5 g potassium phthalimide is added and the mixture is stirred for 17.5 h. The suspension is filtered and the product is purified by crystallization.